describe an organic reaction: reactants, conditions, products, and yield From a dataset of the Open Reaction Database (ORD), a public repository of structured organic reaction records. Reactants: C(C)(C)(C)OC(=O)N[C@@H]1[C@@H](CCCC1)NC1=C(C2=C(C(=N1)Cl)C(N(C2)C(=O)OC(C)(C)C)=O)F (tert-butyl 6-((1R,2S)-2-(tert-butoxycarbonylamino)cyclohexylamino)-4-chloro-7-fluoro-3-oxo-1H-pyrrolo[3,4-c]pyridine-2(3H)-carboxylate), CN1N=C(C2=C1SC(=C2)[Sn](CCCC)(CCCC)CCCC)C (1,3-dimethyl-5-(tributylstannyl)-1H-thieno[2,3-c]pyrazole). The reagents and catalysts are C=1C=CC(=CC1)[P](C=2C=CC=CC2)(C=3C=CC=CC3)[Pd]([P](C=4C=CC=CC4)(C=5C=CC=CC5)C=6C=CC=CC6)([P](C=7C=CC=CC7)(C=8C=CC=CC8)C=9C=CC=CC9)[P](C=1C=CC=CC1)(C=1C=CC=CC1)C=1C=CC=CC1 (tetrakis(triphenylphosphine)palladium(0)). The solvent is C1(=CC=CC=C1)C (toluene). Run at temperature 120 celsius. Yields the product C(C)(C)(C)OC(=O)N[C@@H]1[C@@H](CCCC1)NC1=C(C2=C(C(=N1)C1=CC3=C(N(N=C3C)C)S1)C(N(C2)C(=O)OC(C)(C)C)=O)F (tert-butyl 6-(((1R,2S)-2-((tert-butoxycarbonyl)amino)cyclohexyl)amino)-4-(1,3-dimethyl-1H-thieno[2,3-c]pyrazol-5-yl)-7-fluoro-3-oxo-1H-pyrrolo[3,4-c]pyridine-2(3H)-carboxylate). Reaction SMILES: [C:1]([O:5][C:6]([NH:8][C@H:9]1[CH2:14][CH2:13][CH2:12][CH2:11][C@H:10]1[NH:15][C:16]1[N:21]=[C:20](Cl)[C:19]2[C:23](=[O:33])[N:24]([C:26]([O:28][C:29]([CH3:32])([CH3:31])[CH3:30])=[O:27])[CH2:25][C:18]=2[C:17]=1[F:34])=[O:7])([CH3:4])([CH3:3])[CH3:2].[CH3:35][N:36]1[C:40]2[S:41][C:42]([Sn](CCCC)(CCCC)CCCC)=[CH:43][C:39]=2[C:38]([CH3:57])=[N:37]1>C1(C)C=CC=CC=1.C1C=CC([P]([Pd]([P](C2C=CC=CC=2)(C2C=CC=CC=2)C2C=CC=CC=2)([P](C2C=CC=CC=2)(C2C=CC=CC=2)C2C=CC=CC=2)[P](C2C=CC=CC=2)(C2C=CC=CC=2)C2C=CC=CC=2)(C2C=CC=CC=2)C2C=CC=CC=2)=CC=1>[C:1]([O:5][C:6]([NH:8][C@H:9]1[CH2:14][CH2:13][CH2:12][CH2:11][C@H:10]1[NH:15][C:16]1[N:21]=[C:20]([C:42]2[S:41][C:40]3[N:36]([CH3:35])[N:37]=[C:38]([CH3:57])[C:39]=3[CH:43]=2)[C:19]2[C:23](=[O:33])[N:24]([C:26]([O:28][C:29]([CH3:32])([CH3:31])[CH3:30])=[O:27])[CH2:25][C:18]=2[C:17]=1[F:34])=[O:7])([CH3:4])([CH3:3])[CH3:2] |^1:68,70,89,108|. Procedure: A mixture of tert-butyl 6-((1R,2S)-2-(tert-butoxycarbonylamino)cyclohexylamino)-4-chloro-7-fluoro-3-oxo-1H-pyrrolo[3,4-c]pyridine-2(3H)-carboxylate (120 mg, 0.240 mmol), 1,3-dimethyl-5-(tributylstannyl)-1H-thieno[2,3-c]pyrazole (212 mg, 0.481 mmol) and tetrakis(triphenylphosphine)palladium(0) (139 mg, 0.120 mmol) in toluene (3 mL) was heated to 120° C. in a Biotage Initiator microwave for 30 minutes. The mixture was concentrated to give the intermediate, tert-butyl 6-(((1R,2S)-2-((tert-butoxycar... Starting materials: [H-].[Al+3].[Li+].[H-].[H-].[H-] (lithium aluminium hydride), ClC1=CC=C([C@H](C[N+](=O)[O-])[C@H]2C(CCCC2)=O)C=C1 ((-)-(2S)-[(R)-4-chloro-α-(nitromethyl)benzyl]cyclohexanone), O1CCCC1.O (tetrahydrofuran water). Run in O1CCCC1 (tetrahydrofuran), O1CCCC1 (tetrahydrofuran). Conditions: time 8 hour. Yields the product NC[C@@H](C1=CC=C(C=C1)Cl)[C@H]1[C@H](CCCC1)O ((+)-(1S)-cis-2-[(R)-α-(aminomethyl)-4-chlorobenzyl]cyclohexanol). Reaction SMILES: [Cl:1][C:2]1[CH:19]=[CH:18][C:5]([C@@H:6]([C@@H:11]2[CH2:16][CH2:15][CH2:14][CH2:13][C:12]2=[O:17])[CH2:7][N+:8]([O-])=O)=[CH:4][CH:3]=1.[H-].[Al+3].[Li+].[H-].[H-].[H-].O1CCCC1.O>O1CCCC1>[NH2:8][CH2:7][C@H:6]([C@@H:11]1[CH2:16][CH2:15][CH2:14][CH2:13][C@@H:12]1[OH:17])[C:5]1[CH:4]=[CH:3][C:2]([Cl:1])=[CH:19][CH:18]=1 |f:1.2.3.4.5.6,7.8|. Procedure details: A solution of 4.55 g (16.1 mmol) of (-)-(2S)-[(R)-4-chloro-α-(nitromethyl)benzyl]cyclohexanone [prepared according to Helv. Chim. Acta 65, 1637 (1982)] in 80 ml of dry tetrahydrofuran is added dropwise at room temperature while stirring to a suspension of 1.5 g (40.4 mmol) of lithium aluminium hydride in 50 ml of dry tetrahydrofuran under argon. The reaction mixture is stirred at room temperature overnight, treated with 20 ml of tetrahydrofuran/water (1:1), the separated precipitate is filtered ... Reactants: OC(=O)C(F)(F)F.C1(=CC=CC=C1)N1CC(CC2=CC=CC=C12)N (1-phenyl-1,2,3,4-tetrahydroquinolin-3-amine TFA salt), ClC1=C2C(=NC(=N1)N)NN=C2 (4-chloro-1H-pyrazolo[3,4-d]pyrimidin-6-amine), C(C)(C)N(CC)C(C)C (diisopropylethylamine). The solvent is CC(=O)N(C)C (dimethylacetamide), O (water). Run at temperature 120 celsius. Product: C1(=CC=CC=C1)N1CC(CC2=CC=CC=C12)NC1=C2C(=NC(=N1)N)NN=C2 (N4-(1-phenyl-1,2,3,4-tetrahydroquinolin-3-yl)-1H-pyrazolo[3,4-d]pyrimidine-4,6-diamine), solid. RXN SMILES: OC(C(F)(F)F)=O.[C:8]1([N:14]2[C:23]3[C:18](=[CH:19][CH:20]=[CH:21][CH:22]=3)[CH2:17][CH:16]([NH2:24])[CH2:15]2)[CH:13]=[CH:12][CH:11]=[CH:10][CH:9]=1.Cl[C:26]1[N:31]=[C:30]([NH2:32])[N:29]=[C:28]2[NH:33][N:34]=[CH:35][C:27]=12.C(N(C(C)C)CC)(C)C>CC(N(C)C)=O.O>[C:8]1([N:14]2[C:23]3[C:18](=[CH:19][CH:20]=[CH:21][CH:22]=3)[CH2:17][CH:16]([NH:24][C:26]3[N:31]=[C:30]([NH2:32])[N:29]=[C:28]4[NH:33][N:34]=[CH:35][C:27]=34)[CH2:15]2)[CH:13]=[CH:12][CH:11]=[CH:10][CH:9]=1 |f:0.1|. Procedure details: A solution of 1-phenyl-1,2,3,4-tetrahydroquinolin-3-amine TFA salt (325 mg, 0.96 mmol) and 4-chloro-1H-pyrazolo[3,4-d]pyrimidin-6-amine (325 mg, 1.92 mmol) in dimethylacetamide (4 mL) was treated with diisopropylethylamine (0.5 ml, 3 eq). The mixture was heated at 120° C. for 20 hours. After cooling to room temperature the mixture was diluted with water and extracted with ethyl acetate. The organic layer was further washed with brine and dried over anhydrous sodium sulfate. The residue was purif... Yields the product C1(CC1)C=1C(=NC=CC1)N1N=C(C(=C1)C=O)C (1-(3-Cyclopropyl-2-pyridyl)-3-methyl-pyrazole-4-carbaldehyde). RXN SMILES: [CH:1]1([C:4]2[C:5]([N:10]3[CH:14]=[C:13]([CH2:15][OH:16])[C:12]([CH3:17])=[N:11]3)=[N:6][CH:7]=[CH:8][CH:9]=2)[CH2:3][CH2:2]1.[NH+]1C=CC=CC=1>ClCCl>[CH:1]1([C:4]2[C:5]([N:10]3[CH:14]=[C:13]([CH:15]=[O:16])[C:12]([CH3:17])=[N:11]3)=[N:6][CH:7]=[CH:8][CH:9]=2)[CH2:3][CH2:2]1. The yield is 17.6%. Run at time 2 hour. Run in ClCCl (dichloromethane). Procedure: To a solution of [1-(3-cyclopropyl-pyridin-2-yl)-3-methyl-pyrazol-4-yl]-methanol (1.1 g, 5.0 mmol) in dry dichloromethane (15 mL) is added pyridinium chlorocromate (1.2 g, 5.5 mmol) under nitrogen atmosphere. The reaction mixture is stirred at room temperature for 2 h and then filtered through celite. The filtrate is concentrated under reduced pressure. The crude mixture is purified on silica gel eluting with hexane/ethyl acetate (90:10, 80:20) to yield 0.2 g (20%) of the title compound. MS (m/z... Starting materials: C1(CC1)C=1C(=NC=CC1)N1N=C(C(=C1)CO)C ([1-(3-cyclopropyl-pyridin-2-yl)-3-methyl-pyrazol-4-yl]-methanol), [NH+]1=CC=CC=C1 (pyridinium). Reactants: COC(=O)CC1C=CC(C1CC#CCC)=O (4-Methoxycarbonylmethyl-5-(2-pentynyl)-2-cyclopentenone), [BH4-].[Na+] (sodium borohydride), C(C)(=O)O (acetic acid). Run in CO (methanol). Run at temperature 80 celsius, time 30 minute. Product: COC(=O)CC1C(C(CC1)O)CC#CCC (3-methoxycarbonylmethyl-2-(2-pentynyl)cyclopentanol). RXN SMILES: [CH3:1][O:2][C:3]([CH2:5][CH:6]1[CH:10]([CH2:11][C:12]#[C:13][CH2:14][CH3:15])[C:9](=[O:16])[CH:8]=[CH:7]1)=[O:4].[BH4-].[Na+].C(O)(=O)C>CO>[CH3:1][O:2][C:3]([CH2:5][CH:6]1[CH2:7][CH2:8][CH:9]([OH:16])[CH:10]1[CH2:11][C:12]#[C:13][CH2:14][CH3:15])=[O:4] |f:1.2|. Procedure: 4-Methoxycarbonylmethyl-5-(2-pentynyl)-2-cyclopentenone (890 mg) and 350 mg of sodium borohydride are dissolved in 20 ml of methanol, and the mixture is refluxed at 80° C. for one hour. On completion of the reaction, the mixture is cooled to room temperature. With addition of 60 ml of acetic acid, the mixture is stirred for 30 minutes and thereafter concentrated in a vacuum. The residue is purified with a silica gel column and distilled in a vacuum, affording 3-methoxycarbonylmethyl-2-(2-pentyny... Starting materials: C1CCOC1, COC(=O)c1ccc(CCCC(=O)N2CCN(CCC(C)(C)C)CC2)c(C)c1, [Li+], [OH-], O, O. The product is Cc1cc(C(=O)O)ccc1CCCC(=O)N1CCN(CCC(C)(C)C)CC1. Reaction SMILES: [CH2:32]1[O:33][CH2:34][CH2:35][CH2:36]1.[CH3:4][O:5][C:6]([c:7]1[cH:8][c:9]([CH3:30])[c:10]([CH2:13][CH2:14][CH2:15][C:16](=[O:17])[N:18]2[CH2:19][CH2:20][N:21]([CH2:24][CH2:25][C:26]([CH3:27])([CH3:28])[CH3:29])[CH2:22][CH2:23]2)[cH:11][cH:12]1)=[O:31].[Li+:3].[OH-:2].[OH2:1].[OH2:37]>>[O:5]=[C:6]([c:7]1[cH:8][c:9]([CH3:30])[c:10]([CH2:13][CH2:14][CH2:15][C:16](=[O:17])[N:18]2[CH2:19][CH2:20][N:21]([CH2:24][CH2:25][C:26]([CH3:27])([CH3:28])[CH3:29])[CH2:22][CH2:23]2)[cH:11][cH:12]1)[OH:31]. The reactants are BrC=1C=NC(=NC1)Cl (5-bromo-2-chloropyrimidine), C(CCC)OC1=NC=C(C=C1)B(O)O (2-butoxypyridine-5-boronic acid), C([O-])([O-])=O.[Na+].[Na+] (sodium carbonate). Reagents/catalysts: C=1C=CC(=CC1)[P](C=2C=CC=CC2)(C=3C=CC=CC3)[Pd]([P](C=4C=CC=CC4)(C=5C=CC=CC5)C=6C=CC=CC6)([P](C=7C=CC=CC7)(C=8C=CC=CC8)C=9C=CC=CC9)[P](C=1C=CC=CC1)(C=1C=CC=CC1)C=1C=CC=CC1 (tetrakis(triphenylphosphine)palladium(0)). Solvent: C1(=CC=CC=C1)C (toluene), C(C)O (ethanol), O (water). Product: C(CCC)OC1=CC=C(C=N1)C=1C=NC(=NC1)Cl (5-(6-butoxypyridin-3-yl)-2-chloropyrimidine). Isolated yield 37.6%. Reaction SMILES: Br[C:2]1[CH:3]=[N:4][C:5]([Cl:8])=[N:6][CH:7]=1.[CH2:9]([O:13][C:14]1[CH:19]=[CH:18][C:17](B(O)O)=[CH:16][N:15]=1)[CH2:10][CH2:11][CH3:12].C(=O)([O-])[O-].[Na+].[Na+]>C1(C)C=CC=CC=1.C(O)C.O.C1C=CC([P]([Pd]([P](C2C=CC=CC=2)(C2C=CC=CC=2)C2C=CC=CC=2)([P](C2C=CC=CC=2)(C2C=CC=CC=2)C2C=CC=CC=2)[P](C2C=CC=CC=2)(C2C=CC=CC=2)C2C=CC=CC=2)(C2C=CC=CC=2)C2C=CC=CC=2)=CC=1>[CH2:9]([O:13][C:14]1[N:15]=[CH:16][C:17]([C:2]2[CH:3]=[N:4][C:5]([Cl:8])=[N:6][CH:7]=2)=[CH:18][CH:19]=1)[CH2:10][CH2:11][CH3:12] |f:2.3.4,^1:43,45,64,83|. Reported procedure: A reaction of 109 mmol of 5-bromo-2-chloropyrimidine, 109 mmol of 2-butoxypyridine-5-boronic acid, 218 mmol of sodium carbonate and 1.1 mmol of tetrakis(triphenylphosphine)palladium(0) in 200 ml of toluene, 100 ml of ethanol and 100 ml of water is carried out analogously to the procedure indicated for precursor 3. Corresponding purification gives 10.8 g (38%) of a colorless solid, m.p. 117° C., cl.p. 130° C.